This data is from the Open Reaction Database (ORD), a public repository of structured organic reaction records. The task is: describe an organic reaction: reactants, conditions, products, and yield Reactants: BrC1=CC=C(C=C1)N1N=CC=C1C=1C(N(C(N(C1C)C1=CC(=CC=C1)C(F)(F)F)=O)[C@H](CO)C)=O ((S)-5-(1-(4-bromophenyl)-1H-pyrazol-5-yl)-3-(1-hydroxypropan-2-yl)-6-methyl-1-(3-(trifluoromethyl)phenyl)pyrimidin-2,4(1H,3H)-dione), CN(C=O)C (N,N-dimethy formamide). The reagents and catalysts are [C-]#N.[Zn+2].[C-]#N (zinc cyanide), [Zn] (zinc), C=1C=CC(=CC1)[P](C=2C=CC=CC2)(C=3C=CC=CC3)[Pd]([P](C=4C=CC=CC4)(C=5C=CC=CC5)C=6C=CC=CC6)([P](C=7C=CC=CC7)(C=8C=CC=CC8)C=9C=CC=CC9)[P](C=1C=CC=CC1)(C=1C=CC=CC1)C=1C=CC=CC1 (tetrakis(triphenylphosphine)palladium). Conditions: temperature 120 celsius, time 4 hour. Yields the product OC[C@H](C)N1C(N(C(=C(C1=O)C1=CC=NN1C1=CC=C(C#N)C=C1)C)C1=CC(=CC=C1)C(F)(F)F)=O ((S)-4-(5-(3-(1-hydroxypropan-2-yl)-6-methyl-2,4-dioxo-1-(3-(trifluoromethyl)phenyl)-1,2,3,4-tetrahydropyrimidin-5-yl)-1H-pyrazol-1-yl)benzonitrile). As a reaction SMILES: Br[C:2]1[CH:7]=[CH:6][C:5]([N:8]2[C:12]([C:13]3[C:14](=[O:35])[N:15]([C@@H:31]([CH3:34])[CH2:32][OH:33])[C:16](=[O:30])[N:17]([C:20]4[CH:25]=[CH:24][CH:23]=[C:22]([C:26]([F:29])([F:28])[F:27])[CH:21]=4)[C:18]=3[CH3:19])=[CH:11][CH:10]=[N:9]2)=[CH:4][CH:3]=1.[CH3:36][N:37](C)C=O>[C-]#N.[Zn+2].[C-]#N.[Zn].C1C=CC([P]([Pd]([P](C2C=CC=CC=2)(C2C=CC=CC=2)C2C=CC=CC=2)([P](C2C=CC=CC=2)(C2C=CC=CC=2)C2C=CC=CC=2)[P](C2C=CC=CC=2)(C2C=CC=CC=2)C2C=CC=CC=2)(C2C=CC=CC=2)C2C=CC=CC=2)=CC=1>[OH:33][CH2:32][C@@H:31]([N:15]1[C:14](=[O:35])[C:13]([C:12]2[N:8]([C:5]3[CH:6]=[CH:7][C:2]([C:36]#[N:37])=[CH:3][CH:4]=3)[N:9]=[CH:10][CH:11]=2)=[C:18]([CH3:19])[N:17]([C:20]2[CH:25]=[CH:24][CH:23]=[C:22]([C:26]([F:29])([F:28])[F:27])[CH:21]=2)[C:16]1=[O:30])[CH3:34] |f:2.3.4,^1:50,52,71,90|. Procedure details: To a solution of (S)-5-(1-(4-bromophenyl)-1H-pyrazol-5-yl)-3-(1-hydroxypropan-2-yl)-6-methyl-1-(3-(trifluoromethyl)phenyl)pyrimidin-2,4(1H,3H)-dione (prepared in Example 122) (5.0 mg) in N,N-dimethy formamide (1.0 ml) were added zinc cyanide (10.3 mg), zinc dust (1.2 mg) and tetrakis(triphenylphosphine)palladium (5.3 mg) and the resulting mixture was stirred at 120° C. for four hours. The reaction mixture was filtered and thereto was added ethyl acetate (50 ml) and the mixture was washed with wa... Starting materials: C1(=CC=C(C=C1)S(=O)(=O)N=C=O)C (p-toluenesulfonyl isocyanate), C1(=CC=CC=C1)C1=CC2=C(N=C(S2)CC(=O)NN)C=C1 (2-(6-phenylbenzo[d]thiazol-2-yl)acetohydrazide), CCCP1(=O)OP(=O)(OP(=O)(O1)CCC)CCC (1-Propanephosphonic acid cyclic anhydride). The solvent is CO (MeOH), O1CCOCC1 (dioxane). Run at time 15 minute. The product is CC1=CC=C(C=C1)S(=O)(=O)NC=1OC(=NN1)CC=1SC2=C(N1)C=CC(=C2)C2=CC=CC=C2 (4-Methyl-N-(5-((6-phenylbenzo[d]thiazol-2-yl)methyl)-1,3,4-oxadiazol-2-yl)benzenesulfonamide). Yield: 11.7%. Reaction SMILES: [C:1]1([C:7]2[CH:20]=[CH:19][C:10]3[N:11]=[C:12]([CH2:14][C:15]([NH:17][NH2:18])=[O:16])[S:13][C:9]=3[CH:8]=2)[CH:6]=[CH:5][CH:4]=[CH:3][CH:2]=1.[C:21]1([CH3:33])[CH:26]=[CH:25][C:24]([S:27]([N:30]=[C:31]=O)(=[O:29])=[O:28])=[CH:23][CH:22]=1.CCCP1(OP(CCC)(=O)OP(CCC)(=O)O1)=O>O1CCOCC1.CO>[CH3:33][C:21]1[CH:26]=[CH:25][C:24]([S:27]([NH:30][C:31]2[O:16][C:15]([CH2:14][C:12]3[S:13][C:9]4[CH:8]=[C:7]([C:1]5[CH:2]=[CH:3][CH:4]=[CH:5][CH:6]=5)[CH:20]=[CH:19][C:10]=4[N:11]=3)=[N:17][N:18]=2)(=[O:29])=[O:28])=[CH:23][CH:22]=1. Procedure: To a suspension of 2-(6-phenylbenzo[d]thiazol-2-yl)acetohydrazide (26 mg, 0.092 mmol) (described in WO 2011/074560) in dioxane (0.8 mL) was added p-toluenesulfonyl isocyanate (15 μL, 0.10 mmol), and the reaction mixture stirred for 15 min. 1-Propanephosphonic acid cyclic anhydride (50% in EtOAc) (0.164 mL, 0.275 mmol) was added and the reaction mixture stirred at 105° C. for 18 h. The reaction mixture was allowed to cool to rt, diluted with MeOH then purified by preparative HPLC (RT=8.79 min usi... The reactants are CC(=O)OC(C)=O, CC#N, CCCCCCCCNC(CC)C(O)c1cc(C(C)C)cs1, Cl. Yields the product CCCCCCCCNC(CC)C(OC(C)=O)c1cc(C(C)C)cs1, Cl. As a reaction SMILES: [CH3:24][C:25](=[O:26])[O:27][C:28](=[O:29])[CH3:30].[CH3:31][C:32]#[N:33].[CH:2]([CH3:3])([CH3:4])[c:5]1[cH:6][c:7]([CH:10]([CH:11]([CH2:12][CH3:13])[NH:14][CH2:15][CH2:16][CH2:17][CH2:18][CH2:19][CH2:20][CH2:21][CH3:22])[OH:23])[s:8][cH:9]1.[ClH:1]>>[CH:2]([CH3:3])([CH3:4])[c:5]1[cH:6][c:7]([CH:10]([CH:11]([CH2:12][CH3:13])[NH:14][CH2:15][CH2:16][CH2:17][CH2:18][CH2:19][CH2:20][CH2:21][CH3:22])[O:23][C:25]([CH3:24])=[O:26])[s:8][cH:9]1.[ClH:1]. Reactants: BrC=1C=C(C2=C(CCO2)C1)C(=O)OCC (ethyl 5-bromo-2,3-dihydro-1-benzofuran-7-carboxylate), FC(C1=C(C(=O)N)C=CC=C1)(F)F (2-(trifluoromethyl)benzamide), C1(=CC=CC=C1)P(C1=CC=CC=2C(C3=CC=CC(=C3OC12)P(C1=CC=CC=C1)C1=CC=CC=C1)(C)C)C1=CC=CC=C1 (4,5-bis(diphenylphosphino)-9,9-dimethylxanthene), C([O-])([O-])=O.[Cs+].[Cs+] (cesium carbonate). The reagents and catalysts are C=1C=CC(=CC1)/C=C/C(=O)/C=C/C2=CC=CC=C2.C=1C=CC(=CC1)/C=C/C(=O)/C=C/C2=CC=CC=C2.C=1C=CC(=CC1)/C=C/C(=O)/C=C/C2=CC=CC=C2.[Pd].[Pd] (tris(dibenzylideneacetone)dipalladium). The solvent is O1CCOCC1 (1,4-dioxane). Reaction conditions: temperature 100 celsius, time 24 hour. Product: FC(C1=C(C=CC=C1)C(=O)NC=1C=C(C2=C(CCO2)C1)C(=O)OCC)(F)F (Ethyl 5-({[2-(Trifluoromethyl)phenyl]carbonyl}amino)-2,3-dihydro-1-benzofuran-7-carboxylate). Isolated yield 26.2%. Reaction SMILES: Br[C:2]1[CH:3]=[C:4]([C:11]([O:13][CH2:14][CH3:15])=[O:12])[C:5]2[O:9][CH2:8][CH2:7][C:6]=2[CH:10]=1.[F:16][C:17]([F:28])([F:27])[C:18]1[CH:26]=[CH:25][CH:24]=[CH:23][C:19]=1[C:20]([NH2:22])=[O:21].C1(P(C2C=CC=CC=2)C2C3OC4C(=CC=CC=4P(C4C=CC=CC=4)C4C=CC=CC=4)C(C)(C)C=3C=CC=2)C=CC=CC=1.C(=O)([O-])[O-].[Cs+].[Cs+]>C1C=CC(/C=C/C(/C=C/C2C=CC=CC=2)=O)=CC=1.C1C=CC(/C=C/C(/C=C/C2C=CC=CC=2)=O)=CC=1.C1C=CC(/C=C/C(/C=C/C2C=CC=CC=2)=O)=CC=1.[Pd].[Pd].O1CCOCC1>[F:16][C:17]([F:27])([F:28])[C:18]1[CH:26]=[CH:25][CH:24]=[CH:23][C:19]=1[C:20]([NH:22][C:2]1[CH:3]=[C:4]([C:11]([O:13][CH2:14][CH3:15])=[O:12])[C:5]2[O:9][CH2:8][CH2:7][C:6]=2[CH:10]=1)=[O:21] |f:3.4.5,6.7.8.9.10|. Reported procedure: 1,4-dioxane (20 ml) was added to ethyl 5-bromo-2,3-dihydro-1-benzofuran-7-carboxylate (600 mg), 2-(trifluoromethyl)benzamide (501 mg), 4,5-bis(diphenylphosphino)-9,9-dimethylxanthene (Xantphos) (96 mg), cesium carbonate (1.01 g) and tris(dibenzylideneacetone)dipalladium (114 mg). After degassing, the mixture was stirred at 100° C. under argon atmosphere for 24 hours. The reaction mixture was filtered off on celite, and the solvent was removed under reduced pressure. The resultant residue was pur... Starting materials: Brc1ncc(Br)n2ccnc12, Nc1ccc(Cl)cc1. The product is Clc1ccc(Nc2ncc(Br)n3ccnc23)cc1. RXN SMILES: [Br:1][c:2]1[cH:3][n:4][c:5]([Br:11])[c:6]2[n:7]1[cH:8][cH:9][n:10]2.[NH2:12][c:13]1[cH:14][cH:15][c:16]([Cl:17])[cH:18][cH:19]1>>[Br:1][c:2]1[cH:3][n:4][c:5]([NH:12][c:13]2[cH:14][cH:15][c:16]([Cl:17])[cH:18][cH:19]2)[c:6]2[n:7]1[cH:8][cH:9][n:10]2.